Dataset: the Open Reaction Database (ORD), a public repository of structured organic reaction records. Task: describe an organic reaction: reactants, conditions, products, and yield Starting materials: CC(C)(C)OC(=O)c1ccc(Oc2cc(F)cc(F)c2)cc1NC(=O)c1ccccc1, O=C(O)C(F)(F)F. Yields the product O=C(Nc1cc(Oc2cc(F)cc(F)c2)ccc1C(=O)O)c1ccccc1. As a reaction SMILES: [C:8]([c:9]1[cH:10][cH:11][cH:12][cH:13][cH:14]1)(=[O:15])[NH:16][c:17]1[c:18]([C:19](=[O:20])[O:21][C:22]([CH3:23])([CH3:24])[CH3:25])[cH:26][cH:27][c:28]([O:30][c:31]2[cH:32][c:33]([F:38])[cH:34][c:35]([F:37])[cH:36]2)[cH:29]1.[OH:1][C:2]([C:3]([F:4])([F:5])[F:6])=[O:7]>>[C:8]([c:9]1[cH:10][cH:11][cH:12][cH:13][cH:14]1)(=[O:15])[NH:16][c:17]1[c:18]([C:19](=[O:20])[OH:21])[cH:26][cH:27][c:28]([O:30][c:31]2[cH:32][c:33]([F:38])[cH:34][c:35]([F:37])[cH:36]2)[cH:29]1. Reactants: O=Cc1cc(Br)cs1, O=C([O-])O, [BH3-]C#N, C1COCCN1, CCO, CC(=O)O, [Na+], [Na+]. The product is Brc1csc(CN2CCOCC2)c1. As a reaction SMILES: [Br:5][c:6]1[cH:7][c:8]([CH:11]=[O:12])[s:9][cH:10]1.[C:19](=[O:20])([OH:21])[O-:22].[C:1]([BH3-:2])#[N:3].[CH2:13]1[CH2:14][O:15][CH2:16][CH2:17][NH:18]1.[CH3:24][CH2:25][OH:26].[CH3:27][C:28](=[O:29])[OH:30].[Na+:23].[Na+:4]>>[Br:5][c:6]1[cH:7][c:8]([CH2:11][N:18]2[CH2:13][CH2:14][O:15][CH2:16][CH2:17]2)[s:9][cH:10]1. The reactants are C1COCCO1, COC(=O)C(=Cc1ccc(OCCOc2ccc3c(c2)C(C)(C)CCC3(C)C)cc1)C(=O)OC, CO, [H][H]. The product is COC(=O)C(Cc1ccc(OCCOc2ccc3c(c2)C(C)(C)CCC3(C)C)cc1)C(=O)OC. RXN SMILES: [CH2:39]1[O:40][CH2:41][CH2:42][O:43][CH2:44]1.[CH3:1][C:2]1([CH3:34])[c:3]2[cH:4][cH:5][c:6]([O:14][CH2:15][CH2:16][O:17][c:18]3[cH:19][cH:20][c:21]([CH:22]=[C:23]([C:24](=[O:25])[O:26][CH3:27])[C:28](=[O:29])[O:30][CH3:31])[cH:32][cH:33]3)[cH:7][c:8]2[C:9]([CH3:12])([CH3:13])[CH2:10][CH2:11]1.[CH3:37][OH:38].[H:35][H:36]>>[CH3:1][C:2]1([CH3:34])[c:3]2[cH:4][cH:5][c:6]([O:14][CH2:15][CH2:16][O:17][c:18]3[cH:19][cH:20][c:21]([CH2:22][CH:23]([C:24](=[O:25])[O:26][CH3:27])[C:28](=[O:29])[O:30][CH3:31])[cH:32][cH:33]3)[cH:7][c:8]2[C:9]([CH3:12])([CH3:13])[CH2:10][CH2:11]1. The reactants are [F-].C(CCC)[N+](CCCC)(CCCC)CCCC (tetrabutylammonium fluoride), CC(C)(C)[Si](OC(C/C(=C/COCC(CCC)OC(NCCCCCCCC\C=C/CCCCCCCC)=O)/C)C=C(C)C)(C)C ((Z)-9-octadecenylcarbamic acid (E)-5-[[(1,1-dimethylethyl)dimethylsilyl]oxy]- 1-[[(3,7-dimethyl-2,6-octadienyl)oxy]methyl]butyl ester), C(C)(=O)OCC.CCCCCC (ethyl acetate hexane), O (water). The solvent is O1CCCC1 (tetrahydrofuran), O1CCCC1 (tetrahydrofuran). Run at time 8 hour. Product: C\C(=C/COCC(CCCO)OC(NCCCCCCCC\C=C/CCCCCCCC)=O)\CCC=C(C)C ((Z)-9-octadecenylcarbamic acid (E)-1-[[(3,7-dimethyl-2,6-octadienyl)oxy]methyl]-4-hydroxybutyl ester). Yield: 54.0%. Reaction SMILES: [F-].C([N+](CCCC)(CCCC)CCCC)CCC.CC([Si](C)(C)O[CH:25]([CH:59]=[C:60]([CH3:62])[CH3:61])[CH2:26]/[C:27](/[CH3:58])=[CH:28]/[CH2:29][O:30][CH2:31][CH:32]([O:36][C:37](=[O:57])[NH:38][CH2:39][CH2:40][CH2:41][CH2:42][CH2:43][CH2:44][CH2:45][CH2:46]/[CH:47]=[CH:48]\[CH2:49][CH2:50][CH2:51][CH2:52][CH2:53][CH2:54][CH2:55][CH3:56])[CH2:33][CH2:34][CH3:35])(C)C.O.C(OCC)(=[O:68])C.CCCCCC>O1CCCC1>[CH3:58]/[C:27](/[CH2:26][CH2:25][CH:59]=[C:60]([CH3:62])[CH3:61])=[CH:28]\[CH2:29][O:30][CH2:31][CH:32]([O:36][C:37](=[O:57])[NH:38][CH2:39][CH2:40][CH2:41][CH2:42][CH2:43][CH2:44][CH2:45][CH2:46]/[CH:47]=[CH:48]\[CH2:49][CH2:50][CH2:51][CH2:52][CH2:53][CH2:54][CH2:55][CH3:56])[CH2:33][CH2:34][CH2:35][OH:68] |f:0.1,4.5|. Procedure: To a stirring suspension of 140 mg (4.6 mmol) of 80% NaH in 5 mL of tetrahydrofuran is added 1.07 g (4.6 mmol) of (Z)-5-[[(1,1-dimethylethyl)dimethylsilyl]oxy]-1-pentene-1,2-diol at 0° C. and the reaction mixture is stirred for 1 hour. Next, 1.0 g (4.6 mmol) of geranyl bromide is added and the reaction is stirred overnight at room temperature. The reaction mixture is poured into water and extracted with three 50 mL portions of ethyl acetate. The combined organic layers are dried over MgSO4 and c... Reactants: [Br-], [Zn+]Cc1ccccc1, C1CCOC1, [Cl-], Clc1ncc(Br)c2ccccc12, [NH4+], c1ccc(P(c2ccccc2)(c2ccccc2)[Pd](P(c2ccccc2)(c2ccccc2)c2ccccc2)(P(c2ccccc2)(c2ccccc2)c2ccccc2)P(c2ccccc2)(c2ccccc2)c2ccccc2)cc1. The product is Brc1cnc(Cc2ccccc2)c2ccccc12. Reaction SMILES: [Br-:13].[CH2:14]([c:15]1[cH:16][cH:17][cH:18][cH:19][cH:20]1)[Zn+:21].[CH2:24]1[O:25][CH2:26][CH2:27][CH2:28]1.[Cl-:22].[Cl:1][c:2]1[n:3][cH:4][c:5]([Br:12])[c:6]2[cH:7][cH:8][cH:9][cH:10][c:11]12.[NH4+:23].[cH:29]1[cH:30][cH:31][c:32]([P:33]([Pd:34]([P:35]([c:36]2[cH:37][cH:38][cH:39][cH:40][cH:41]2)([c:42]2[cH:43][cH:44][cH:45][cH:46][cH:47]2)[c:48]2[cH:49][cH:50][cH:51][cH:52][cH:53]2)([P:54]([c:55]2[cH:56][cH:57][cH:58][cH:59][cH:60]2)([c:61]2[cH:62][cH:63][cH:64][cH:65][cH:66]2)[c:67]2[cH:68][cH:69][cH:70][cH:71][cH:72]2)[P:73]([c:74]2[cH:75][cH:76][cH:77][cH:78][cH:79]2)([c:80]2[cH:81][cH:82][cH:83][cH:84][cH:85]2)[c:86]2[cH:87][cH:88][cH:89][cH:90][cH:91]2)([c:92]2[cH:93][cH:94][cH:95][cH:96][cH:97]2)[c:98]2[cH:99][cH:100][cH:101][cH:102][cH:103]2)[cH:104][cH:105]1>>[c:2]1([CH2:14][c:15]2[cH:16][cH:17][cH:18][cH:19][cH:20]2)[n:3][cH:4][c:5]([Br:12])[c:6]2[cH:7][cH:8][cH:9][cH:10][c:11]12.